From a dataset of the Open Reaction Database (ORD), a public repository of structured organic reaction records. describe an organic reaction: reactants, conditions, products, and yield Reactants: CC(C)(C)C(=O)OCCl, Cn1c(=O)c2[nH]cnc2n(C)c1=O, CC(C)=O, [K+], [K+], O=C([O-])[O-]. Product: Cn1c(=O)c2c(ncn2COC(=O)C(C)(C)C)n(C)c1=O. As a reaction SMILES: [C:20]([C:21]([CH3:22])([CH3:23])[CH3:24])(=[O:25])[O:26][CH2:27][Cl:28].[CH3:1][n:2]1[c:3]2[n:4][cH:5][nH:6][c:7]2[c:8](=[O:9])[n:10]([CH3:11])[c:12]1=[O:13].[CH3:29][C:30](=[O:31])[CH3:32].[K+:14].[K+:15].[O-:16][C:17]([O-:18])=[O:19]>>[CH3:1][n:2]1[c:3]2[n:4][cH:5][n:6]([CH2:27][O:26][C:20]([C:21]([CH3:22])([CH3:23])[CH3:24])=[O:25])[c:7]2[c:8](=[O:9])[n:10]([CH3:11])[c:12]1=[O:13]. Reactants: ClC1=CC(=C(N=N1)C1=CC=C(C=C1)SC)C1=CC=C(C=C1)F (6-chloro-4-(4-fluorophenyl)-3-[4-(methylthio)phenyl]pyridazine), FC1=C(C=CC(=C1)F)O (2,4-difluorophenol). Product: FC1=C(OC2=CC(=C(N=N2)C2=CC=C(C=C2)SC)C2=CC=C(C=C2)F)C=CC(=C1)F (6-(2,4-difluorophenoxy)-4-(4-fluorophenyl)-3-[4-(methylthio)phenyl]pyridazine), crystals. Isolated yield 77.4%. Reaction SMILES: Cl[C:2]1[N:7]=[N:6][C:5]([C:8]2[CH:13]=[CH:12][C:11]([S:14][CH3:15])=[CH:10][CH:9]=2)=[C:4]([C:16]2[CH:21]=[CH:20][C:19]([F:22])=[CH:18][CH:17]=2)[CH:3]=1.[F:23][C:24]1[CH:29]=[C:28]([F:30])[CH:27]=[CH:26][C:25]=1[OH:31]>>[F:23][C:24]1[CH:29]=[C:28]([F:30])[CH:27]=[CH:26][C:25]=1[O:31][C:2]1[N:7]=[N:6][C:5]([C:8]2[CH:13]=[CH:12][C:11]([S:14][CH3:15])=[CH:10][CH:9]=2)=[C:4]([C:16]2[CH:21]=[CH:20][C:19]([F:22])=[CH:18][CH:17]=2)[CH:3]=1. Reported procedure: In a similar manner as in Example 2, 6-chloro-4-(4-fluorophenyl)-3-[4-(methylthio)phenyl]pyridazine (198 mg, 0.599 mmol) and 2,4-difluorophenol were reacted as starting materials at 150° C. for 20 hours and post-treatment was then conducted, whereby the title compound was obtained as pale yellow crystals (197 mg, 77.4%). Melting point: 140.6-143.4° C. (acetone-water).